Dataset: the Open Reaction Database (ORD), a public repository of structured organic reaction records. Task: describe an organic reaction: reactants, conditions, products, and yield The reactants are CI, Cc1ccc(-c2cccc(C=CC(=O)Nc3ccc(CN4CCCCC4)cc3)c2)cc1, CN(C)C=O. The product is [I-], Cc1ccc(-c2cccc(C=CC(=O)Nc3ccc(C[N+]4(C)CCCCC4)cc3)c2)cc1. Reaction SMILES: [CH3:32][I:33].[N:1]1([CH2:7][c:8]2[cH:9][cH:10][c:11]([NH:14][C:15]([CH:16]=[CH:17][c:18]3[cH:19][c:20](-[c:24]4[cH:25][cH:26][c:27]([CH3:30])[cH:28][cH:29]4)[cH:21][cH:22][cH:23]3)=[O:31])[cH:12][cH:13]2)[CH2:2][CH2:3][CH2:4][CH2:5][CH2:6]1.[O:34]=[CH:35][N:36]([CH3:37])[CH3:38]>>[I-:33].[N+:1]1([CH2:7][c:8]2[cH:9][cH:10][c:11]([NH:14][C:15]([CH:16]=[CH:17][c:18]3[cH:19][c:20](-[c:24]4[cH:25][cH:26][c:27]([CH3:30])[cH:28][cH:29]4)[cH:21][cH:22][cH:23]3)=[O:31])[cH:12][cH:13]2)([CH3:32])[CH2:2][CH2:3][CH2:4][CH2:5][CH2:6]1. Reactants: C(C)(C)(CC(C)(C)C)N (t-octylamine), S(=O)(=O)(Cl)Cl (sulfuryl chloride). The solvent is CCCCCC (hexane), CCCCCC (hexane). Yields the product C(C)(C)(CC(C)(C)C)NS(=O)(=O)NC(C)(C)CC(C)(C)C (N,N'di-t-octylsulfamide). Reaction SMILES: [C:1]([NH2:9])([CH2:4][C:5]([CH3:8])([CH3:7])[CH3:6])([CH3:3])[CH3:2].[S:10](Cl)(Cl)(=[O:12])=[O:11]>CCCCCC>[C:1]([NH:9][S:10]([NH:9][C:1]([CH2:4][C:5]([CH3:8])([CH3:7])[CH3:6])([CH3:3])[CH3:2])(=[O:12])=[O:11])([CH2:4][C:5]([CH3:8])([CH3:7])[CH3:6])([CH3:3])[CH3:2]. Reported procedure: The starting N,N'di-t-octylsulfamide is prepared from commercially available t-octylamine and sulfuryl chloride using either the method of Stowell (J. C. Stowell, J. Org. Chem. 32, p.2360, 1967) or of Timberlake (J. W. Timberlake, J. Alender, A. W. Garner, M. L. Hodges, C. Ozmeral and S. Syilagyi, J. Org. Chem. 46, p.2082-2089, 1981). The reaction is preferably run in hexane and the product isolated as a hexane solution. The hexane solution of the sulfamide can be concentrated prior to oxidizing...